describe an organic reaction: reactants, conditions, products, and yield From a dataset of the Open Reaction Database (ORD), a public repository of structured organic reaction records. The reactants are CCOCC, O=C(CCl)N1CCC(Cc2ccc(F)cc2)CC1, N#Cc1ccc(N)cc1. The product is N#Cc1ccc(NCC(=O)N2CCC(Cc3ccc(F)cc3)CC2)cc1. Reaction SMILES: [CH2:28]([O:29][CH2:30][CH3:31])[CH3:32].[Cl:10][CH2:11][C:12](=[O:13])[N:14]1[CH2:15][CH2:16][CH:17]([CH2:20][c:21]2[cH:22][cH:23][c:24]([F:27])[cH:25][cH:26]2)[CH2:18][CH2:19]1.[NH2:1][c:2]1[cH:3][cH:4][c:5]([C:6]#[N:7])[cH:8][cH:9]1>>[NH:1]([c:2]1[cH:3][cH:4][c:5]([C:6]#[N:7])[cH:8][cH:9]1)[CH2:11][C:12](=[O:13])[N:14]1[CH2:15][CH2:16][CH:17]([CH2:20][c:21]2[cH:22][cH:23][c:24]([F:27])[cH:25][cH:26]2)[CH2:18][CH2:19]1.